Dataset: the Open Reaction Database (ORD), a public repository of structured organic reaction records. Task: describe an organic reaction: reactants, conditions, products, and yield Starting materials: NC1[C@@H]2N(C(=CC(S2)C)C(=O)OCC(Cl)(Cl)Cl)C1=O (2,2,2-Trichloroethyl 7-amino-2-methyl-3-cephem-4-carboxylate), FC(S(=O)(=O)OS(=O)(=O)C(F)(F)F)(F)F (trifluoromethanesulfonic anhydride), Cl (hydrochloric acid). Run in C(C)N(CC)CC (triethylamine). Product: O=C1[C@@H]2N(C(=CC(S2)C)C(=O)OCC(Cl)(Cl)Cl)C1=O (2,2,2-trichloroethyl 7-oxo-2-methyl-3-cephem-4-carboxylate). As a reaction SMILES: N[CH:2]1[C:18](=[O:19])[N:4]2[C:5]([C:10]([O:12][CH2:13][C:14]([Cl:17])([Cl:16])[Cl:15])=[O:11])=[CH:6][CH:7]([CH3:9])[S:8][C@H:3]12.FC(F)(F)S(OS(C(F)(F)F)(=O)=O)(=O)=[O:23].Cl>C(N(CC)CC)C>[O:23]=[C:2]1[C:18](=[O:19])[N:4]2[C:5]([C:10]([O:12][CH2:13][C:14]([Cl:17])([Cl:16])[Cl:15])=[O:11])=[CH:6][CH:7]([CH3:9])[S:8][C@H:3]12. Procedure: 2,2,2-Trichloroethyl 7-amino-2-methyl-3-cephem-4-carboxylate, trifluoromethanesulfonic anhydride, triethylamine and hydrochloric acid were reacted in the same manners as those of Examples 1-4 to give 2,2,2-trichloroethyl 7-oxo-2-methyl-3-cephem-4-carboxylate. Mp. 98° C. Starting materials: lipase/buffer solution, 4-MUO/buffer solution, O (water), C(CC(O)(C(=O)[O-])CC(=O)[O-])(=O)[O-] (citrate). Conditions: time 30 minute. Yields the product CC1=CC(=O)OC2=C1C=CC(=C2)O (4-methylumbelliferone). As a reaction SMILES: [C:1]([O-:13])(=O)[CH2:2][C:3]([CH2:8][C:9]([O-:11])=O)([C:5]([O-])=O)O.[OH2:14]>>[CH3:5][C:3]1[C:2]2[CH:1]=[CH:2][C:3]([OH:14])=[CH:5][C:1]=2[O:13][C:9](=[O:11])[CH:8]=1. Procedure details: An enzymatic reaction was started by adding 25 μl of the lipase/buffer solution after 50 μl of the 4-MUO/buffer solution and 25 μl of distilled water (or an aqueous solution of each sample) were added and mixed in a 96-well microplate at 25° C. After the reaction was performed for 30 minutes, the reaction was stopped by adding 100 μl of a 0.1 M citrate buffer (pH 4.2) and the fluorescence of 4-methylumbelliferone produced by the reaction (excitation 355 nm, emission 460 nm) was measured using a ... Reactants: C(C)N(C1=CC=C(C(=O)O)C=C1)CC (4-diethylaminobenzoic acid), Cl.NC(C(C(Cl)Cl)=O)(CC)C (3-amino-1,1-dichloro-3-methyl-2-pentanone hydrochloride), O1CCCC1 (tetrahydrofuran), CS(=O)(=O)Cl (methane sulfonyl chloride). The solvent is C(C)N(CC)CC (triethylamine), C(C)(=O)OCC (ethyl acetate), O (water). The product is ClC(C(C(C)(CC)NC(C1=CC=C(C=C1)N(CC)CC)=O)=O)Cl (N-(3,3-dichloro-1-ethyl-1-methyl-2-oxopropyl)-4-diethylaminobenzamide). Yield: 7.4%. As a reaction SMILES: [CH2:1]([N:3]([CH2:13][CH3:14])[C:4]1[CH:12]=[CH:11][C:7]([C:8]([OH:10])=O)=[CH:6][CH:5]=1)[CH3:2].O1CCCC1.CS(Cl)(=O)=O.Cl.[NH2:26][C:27]([CH3:35])([CH2:33][CH3:34])[C:28](=[O:32])[CH:29]([Cl:31])[Cl:30]>C(OCC)(=O)C.O.C(N(CC)CC)C>[Cl:30][CH:29]([Cl:31])[C:28](=[O:32])[C:27]([NH:26][C:8](=[O:10])[C:7]1[CH:6]=[CH:5][C:4]([N:3]([CH2:1][CH3:2])[CH2:13][CH3:14])=[CH:12][CH:11]=1)([CH2:33][CH3:34])[CH3:35] |f:3.4|. Procedure details: In a 250 mL three-necked, round-bottomed flask fitted with a mechanical stirrer nitrogen inlet and thermometer were placed 3 g of 4-diethylaminobenzoic acid, 60 mL of tetrahydrofuran and 6.4 g of triethylamine. To the resulting well-stirred mixture was added 1.3 mL methane sulfonyl chloride dropwise while keeping the reaction temperature at -30° C. The resulting suspension was stirred at -30° C. for 15 minutes, after which 3.76 g of 3-amino-1,1-dichloro-3-methyl-2-pentanone hydrochloride were ad... Starting materials: CCO, FC(F)Oc1ccccc1CBr, [Na+], O=C(O)C(CC(=O)N1CCOCC1)CS(=O)(=O)Cc1ccccc1, [OH-], O. The product is O=C(O)C(CC(=O)N1CCOCC1)CS(=O)(=O)Cc1ccccc1OC(F)F. Reaction SMILES: [CH3:39][CH2:40][OH:41].[F:27][CH:28]([O:29][c:30]1[cH:31][cH:32][cH:33][cH:34][c:35]1[CH2:36][Br:37])[F:38].[Na+:26].[O:1]1[CH2:2][CH2:3][N:4]([C:7]([CH2:8][CH:9]([C:10](=[O:11])[OH:12])[CH2:13][S:14](=[O:15])(=[O:16])[CH2:17][c:18]2[cH:19][cH:20][cH:21][cH:22][cH:23]2)=[O:24])[CH2:5][CH2:6]1.[OH-:25].[OH2:42]>>[O:1]1[CH2:2][CH2:3][N:4]([C:7]([CH2:8][CH:9]([C:10](=[O:11])[OH:12])[CH2:13][S:14](=[O:15])(=[O:16])[CH2:17][c:18]2[c:19]([O:29][CH:28]([F:27])[F:38])[cH:20][cH:21][cH:22][cH:23]2)=[O:24])[CH2:5][CH2:6]1. Reactants: CCOC(=O)NN, CCCCO, Cc1cc(Cl)nnc1-c1cccc([N+](=O)[O-])c1. The product is CCOC(=O)NNc1cc(C)c(-c2cccc([N+](=O)[O-])c2)nn1. RXN SMILES: [C:18]([NH:19][NH2:20])(=[O:21])[O:22][CH2:23][CH3:24].[CH2:25]([OH:26])[CH2:27][CH2:28][CH3:29].[N+:1](=[O:2])([O-:3])[c:4]1[cH:5][c:6](-[c:10]2[c:11]([CH3:17])[cH:12][c:13]([Cl:16])[n:14][n:15]2)[cH:7][cH:8][cH:9]1>>[N+:1](=[O:2])([O-:3])[c:4]1[cH:5][c:6](-[c:10]2[c:11]([CH3:17])[cH:12][c:13]([NH:20][NH:19][C:18](=[O:21])[O:22][CH2:23][CH3:24])[n:14][n:15]2)[cH:7][cH:8][cH:9]1. The reactants are Br, Br, CN1CC2=C(CNC2)C1, CC#N, O=C(O)c1cn(C2CC2)c2c(F)c(F)c(F)cc2c1=O, C1CCC2=NCCCN2CC1. Yields the product CN1CC2=C(C1)CN(c1c(F)cc3c(=O)c(C(=O)O)cn(C4CC4)c3c1F)C2. As a reaction SMILES: [BrH:21].[BrH:22].[CH3:23][N:24]1[CH2:25][C:26]2=[C:30]([CH2:29][NH:28][CH2:27]2)[CH2:31]1.[CH3:43][C:44]#[N:45].[CH:1]1([n:4]2[cH:5][c:6]([C:18](=[O:19])[OH:20])[c:7](=[O:17])[c:8]3[cH:9][c:10]([F:16])[c:11]([F:15])[c:12]([F:14])[c:13]23)[CH2:2][CH2:3]1.[N:32]12[CH2:33][CH2:34][CH2:35][N:36]=[C:37]1[CH2:38][CH2:39][CH2:40][CH2:41][CH2:42]2>>[CH:1]1([n:4]2[cH:5][c:6]([C:18](=[O:19])[OH:20])[c:7](=[O:17])[c:8]3[cH:9][c:10]([F:16])[c:11]([N:28]4[CH2:27][C:26]5=[C:30]([CH2:29]4)[CH2:31][N:24]([CH3:23])[CH2:25]5)[c:12]([F:14])[c:13]23)[CH2:2][CH2:3]1.